This data is from the Open Reaction Database (ORD), a public repository of structured organic reaction records. The task is: describe an organic reaction: reactants, conditions, products, and yield Reactants: N1=CC(=CC=C1)C(C=1C(C(=C(C(C1C)=O)C)C)=O)C=1SC=CC1 (2-[(3-pyridyl)(2-thienyl)methyl]-3,5,6-trimethyl-1,4-benzoquinone). Reagents/catalysts: [Ni] (Raney nickel). Solvent: C(C)O (ethanol). Product: N1=CC(=CC=C1)C(CCCC)C=1C(C(=C(C(C1C)=O)C)C)=O (2-[1-(3-pyridyl)pentyl]-3,5,6-trimethyl-1,4-benzoquinone). The yield is 72.7%. As a reaction SMILES: [N:1]1[CH:6]=[CH:5][CH:4]=[C:3]([CH:7]([C:19]2S[CH:21]=[CH:22][CH:23]=2)[C:8]2[C:9](=[O:18])[C:10]([CH3:17])=[C:11]([CH3:16])[C:12](=[O:15])[C:13]=2[CH3:14])[CH:2]=1>C(O)C.[Ni]>[N:1]1[CH:6]=[CH:5][CH:4]=[C:3]([CH:7]([C:8]2[C:9](=[O:18])[C:10]([CH3:17])=[C:11]([CH3:16])[C:12](=[O:15])[C:13]=2[CH3:14])[CH2:19][CH2:23][CH2:22][CH3:21])[CH:2]=1. Procedure details: The solution of 1.2 g (3.7 mmol) of 2-[(3-pyridyl)(2-thienyl)methyl]-3,5,6-trimethyl-1,4-benzoquinone in 20 ml of ethanol was refluxed by heating in the presence of 24 g of Raney nickel (W-6) for 5 hours. After cooling the catalyst was removed by filtration, and the filtrate was concentrated and redissolved in ethyl acetate and shaken with the solution of 1.2 g of ferric chloride in 10 ml of water. The mixture was made weakly alkaline with sodium hydrogen carbonate, from which the organic layer ...